Dataset: the Open Reaction Database (ORD), a public repository of structured organic reaction records. Task: describe an organic reaction: reactants, conditions, products, and yield Reactants: N1=CC=CC=C1 (pyridine), CC[C@@]1(C2=C(COC1=O)C(=O)N3CC4=C(C3=C2)N=C5C=CC(=C(C5=C4)CC=C)O)O ((S)-9-allyl-10-hydroxycamptothecin), ICl (iodine monochloride). The reagents and catalysts are [N+](=O)([O-])[O-].[Ag+] (Silver nitrate). The solvent is C(Cl)(Cl)Cl (chloroform), C(Cl)(Cl)Cl (chloroform), C(Cl)(Cl)Cl (chloroform). Conditions: time 15 minute. Yields the product C(C)[C@]1(C(OCC=2C(N3CC=4C(=NC5=CC=C6C(=C5C4)CC(O6)CI)C3=CC21)=O)=O)O ((8S)-8-ethyl-1,2-dihydro-8-hydroxy-2-iodomethyl-11H-furano [3,2-f]pyrano[3',4':6,7]indolizino[1,2-b]quinoline-9,12(8H,14H)-dione). RXN SMILES: N1C=CC=CC=1.[I:7]Cl.[CH3:9][CH2:10][C@@:11]1([OH:38])[C:16](=[O:17])[O:15][CH2:14][C:13]2[C:18]([N:20]3[C:24](=[CH:25][C:12]1=2)[C:23]1[N:26]=[C:27]2[C:32](=[CH:33][C:22]=1[CH2:21]3)[C:31]([CH2:34][CH:35]=[CH2:36])=[C:30]([OH:37])[CH:29]=[CH:28]2)=[O:19]>C(Cl)(Cl)Cl.[N+]([O-])([O-])=O.[Ag+]>[CH2:10]([C@:11]1([OH:38])[C:12]2[CH:25]=[C:24]3[N:20]([CH2:21][C:22]4[C:23]3=[N:26][C:27]3[C:32]([CH:33]=4)=[C:31]4[CH2:34][CH:35]([CH2:36][I:7])[O:37][C:30]4=[CH:29][CH:28]=3)[C:18](=[O:19])[C:13]=2[CH2:14][O:15][C:16]1=[O:17])[CH3:9] |f:4.5|. Reported procedure: Silver nitrate (6.8 g, 0.040 mol) in dry, freshly distilled chloroform (50 mL) and dry pyridine (20 mL) was treated, dropwise, with stirring with a solution of iodine monochloride (6.48 g, 0.0400 mol) in dry chloroform (40 mL) over a two min period. After stirring for 15 min, the mixture was centrifuged; the supernatent was then added to a solution of (S)-9-allyl-10-hydroxycamptothecin (3.92 g, 0.00960 mol) in dry chloroform (15 mL) giving a deep amber solution which was stirred overnight at amb...